describe an organic reaction: reactants, conditions, products, and yield From a dataset of the Open Reaction Database (ORD), a public repository of structured organic reaction records. Starting materials: solution, [H-].C(C)(C)(C)O[Al](OC(C)(C)C)OC(C)(C)C.[Li+] (lithium tri-tert-butoxyaluminum hydride), ClCCCCC[C@H]1[C@H]2[C@@H]3C[C@H](C([C@@]3(C)CC[C@@H]2C=2C=CC(=CC2C1)O)=O)F (7α-(5-chloropentyl)-16α-fluoro-estra-1,3,5(10)-trien-3-ol-17-one), O (water), S(O)(O)(=O)=O (sulfuric acid). Reaction SMILES: [Cl:1][CH2:2][CH2:3][CH2:4][CH2:5][CH2:6][C@@H:7]1[CH2:24][C:23]2[CH:22]=[C:21]([OH:25])[CH:20]=[CH:19][C:18]=2[C@@H:17]2[C@@H:8]1[C@H:9]1[C@@:13]([CH2:15][CH2:16]2)([CH3:14])[C:12](=[O:26])[C@H:11]([F:27])[CH2:10]1.[H-].C(O[Al](OC(C)(C)C)OC(C)(C)C)(C)(C)C.[Li+].O.S(=O)(=O)(O)O>O1CCCC1>[Cl:1][CH2:2][CH2:3][CH2:4][CH2:5][CH2:6][C@@H:7]1[CH2:24][C:23]2[CH:22]=[C:21]([OH:25])[CH:20]=[CH:19][C:18]=2[C@@H:17]2[C@@H:8]1[C@H:9]1[C@@:13]([CH2:15][CH2:16]2)([CH3:14])[C@H:12]([OH:26])[C@H:11]([F:27])[CH2:10]1 |f:1.2.3|. Reaction conditions: temperature 0 celsius, time 30 minute. Procedure: 392 mg of 7α-(5-chloropentyl)-16α-fluoro-estra-1,3,5(10)-trien-3-ol-17-one, Example 15d), in 2 ml of anhydrous tetrahydrofuran is dissolved, and 1.1 ml of a 1-molar solution of lithium tri-tert-butoxyaluminum hydride in tetrahydrofuran is added while being cooled in an ice bath. It is allowed to stir for 30 minutes at 0° C., then mixed with water and 8% sulfuric acid until a weakly acidic reaction is achieved, and it is extracted three times with ethyl acetate. The organic phase is washed with s... The solvent is O1CCCC1 (tetrahydrofuran), O1CCCC1 (tetrahydrofuran). Isolated yield 35.0%. Product: ClCCCCC[C@H]1[C@H]2[C@@H]3C[C@H]([C@H]([C@@]3(C)CC[C@@H]2C=2C=CC(=CC2C1)O)O)F (7α-(5-chloropentyl)-16α-fluoro-estra-1,3,5(10)-triene-3,17α-diol).